From a dataset of the Open Reaction Database (ORD), a public repository of structured organic reaction records. describe an organic reaction: reactants, conditions, products, and yield Starting materials: C1(=CC=CC=C1)OC(=N)N1CC(CC1)CC(=O)N1CCC(CC1)C1C2=C(CCC=3C1=NC=C(C3)Br)C=C(C=C2Cl)Cl (Phenyl-3-[2-[4-(3-bromo-8,10-dichloro-6,11-dihydro-5H-benzo[5,6]cyclohepta[1,2-b]pyridin-11-yl)-1-piperidinyl]-2-oxoethyl]-1-pyrrolidinecarboximidate), CN(S(=O)(=O)Cl)C (N,N-dimethylsulfamoyl chloride). The solvent is CC#N (CH3CN), C1=CC=CC=C1 (benzene), C1(=CC=CC=C1)C (toluene). Reaction conditions: temperature 0 celsius, time 3 hour. The product is C1(=CC=CC=C1)OC(=NS(N(C)C)(=O)=O)N1CC(CC1)CC(=O)N1CCC(CC1)C1C2=C(CCC=3C1=NC=C(C3)Br)C=C(C=C2Cl)Cl (Phenyl-3-[2-[4-(3-bromo-8,10-dichloro-6,11-dihydro-5H-benzo[5,6]cyclohepta[1,2-b]pyridin-11-yl)-1-piperidinyl]-2-oxoethyl]-N-(N,N-dimethylsulfamoyl)-1-pyrrolidinecarboximidate). As a reaction SMILES: [C:1]1([O:7][C:8]([N:10]2[CH2:14][CH2:13][CH:12]([CH2:15][C:16]([N:18]3[CH2:23][CH2:22][CH:21]([CH:24]4[C:30]5=[N:31][CH:32]=[C:33]([Br:35])[CH:34]=[C:29]5[CH2:28][CH2:27][C:26]5[CH:36]=[C:37]([Cl:41])[CH:38]=[C:39]([Cl:40])[C:25]4=5)[CH2:20][CH2:19]3)=[O:17])[CH2:11]2)=[NH:9])[CH:6]=[CH:5][CH:4]=[CH:3][CH:2]=1.[CH3:42][N:43]([CH3:48])[S:44](Cl)(=[O:46])=[O:45]>CC#N.C1C=CC=CC=1.C1(C)C=CC=CC=1>[C:1]1([O:7][C:8]([N:10]2[CH2:14][CH2:13][CH:12]([CH2:15][C:16]([N:18]3[CH2:23][CH2:22][CH:21]([CH:24]4[C:30]5=[N:31][CH:32]=[C:33]([Br:35])[CH:34]=[C:29]5[CH2:28][CH2:27][C:26]5[CH:36]=[C:37]([Cl:41])[CH:38]=[C:39]([Cl:40])[C:25]4=5)[CH2:20][CH2:19]3)=[O:17])[CH2:11]2)=[N:9][S:44](=[O:46])(=[O:45])[N:43]([CH3:48])[CH3:42])[CH:6]=[CH:5][CH:4]=[CH:3][CH:2]=1. Reported procedure: Dissolve the product of Example 9 (1 equivalent) in an inert anhydrous solvent such as CH3CN, benzene or toluene and add Et2N (2 equivalents). Cool the solution to 0° C. and add N,N-dimethylsulfamoyl chloride (1.2 equivalents). Stir the mixture at 0° C. to25° C. for 3 h, extract, filter and evaporate to give the title compound. Starting materials: COC(=O)CN1C(=O)CC1SCc1ccccc1, CO, [Na+], [OH-]. The product is O=C(O)CN1C(=O)CC1SCc1ccccc1. As a reaction SMILES: [CH2:1]([c:2]1[cH:3][cH:4][cH:5][cH:6][cH:7]1)[S:8][CH:9]1[CH2:10][C:11](=[O:18])[N:12]1[CH2:13][C:14](=[O:15])[O:16][CH3:17].[CH3:21][OH:22].[Na+:20].[OH-:19]>>[CH2:1]([c:2]1[cH:3][cH:4][cH:5][cH:6][cH:7]1)[S:8][CH:9]1[CH2:10][C:11](=[O:18])[N:12]1[CH2:13][C:14](=[O:15])[OH:16].